Dataset: the Open Reaction Database (ORD), a public repository of structured organic reaction records. Task: describe an organic reaction: reactants, conditions, products, and yield The reactants are BrC1=CC=C(C=C1)C1NCCC1 (2-(4-Bromo-phenyl)-pyrrolidine), C(C=C)Br (allyl bromide), C(=O)([O-])[O-].[K+].[K+] (K2CO3). The solvent is C1CCOC1 (THF), C1CCOC1 (THF). Product: C(C=C)N1C(CCC1)C1=CC=C(C=C1)Br (1-Allyl-2-(4-bromo-phenyl)-pyrrolidine). Yield: 62.4%. RXN SMILES: [Br:1][C:2]1[CH:7]=[CH:6][C:5]([CH:8]2[CH2:12][CH2:11][CH2:10][NH:9]2)=[CH:4][CH:3]=1.[CH2:13](Br)[CH:14]=[CH2:15].C([O-])([O-])=O.[K+].[K+]>C1COCC1>[CH2:15]([N:9]1[CH2:10][CH2:11][CH2:12][CH:8]1[C:5]1[CH:4]=[CH:3][C:2]([Br:1])=[CH:7][CH:6]=1)[CH:14]=[CH2:13] |f:2.3.4|. Reported procedure: 2-(4-Bromo-phenyl)-pyrrolidine (640 mg, 2.83 mmol) and allyl bromide (343 mg, 2.83 mmol) is mixed in THF (15 mL) and K2CO3 (390 mg, 2.83 mmol) is then added. The mixture is heated at reflux for 2 h before THF is removed under reduced pressure and the residue is partitioned between EtOAc and H2O. The EtOAc layer is dried and concentrated and the residue is then subjected to chromatography to provide the desired product (470 mg, 62.4%). Reactants: [I-].C(C1=CC=CC=C1)OC1=CC=C2C(=CNC2=C1)C[N+](C)(C)C ((6-benzyloxy-1H-indol-3-ylmethyl)-trimethylammonium iodide), [C-]#N.[Na+] (sodium cyanide). The solvent is CCO (EtOH). Product: C(C1=CC=CC=C1)OC1=CC=C2C(=CNC2=C1)CC#N ((6-benzyloxy-1H-indol-3-yl)-acetonitrile). Yield: 95.3%. Reaction SMILES: [I-].[CH2:2]([O:9][C:10]1[CH:18]=[C:17]2[C:13]([C:14]([CH2:19][N+](C)(C)C)=[CH:15][NH:16]2)=[CH:12][CH:11]=1)[C:3]1[CH:8]=[CH:7][CH:6]=[CH:5][CH:4]=1.[C-:24]#[N:25].[Na+]>CCO>[CH2:2]([O:9][C:10]1[CH:18]=[C:17]2[C:13]([C:14]([CH2:19][C:24]#[N:25])=[CH:15][NH:16]2)=[CH:12][CH:11]=1)[C:3]1[CH:4]=[CH:5][CH:6]=[CH:7][CH:8]=1 |f:0.1,2.3|. Reported procedure: A mixture of (6-benzyloxy-1H-indol-3-ylmethyl)-trimethylammonium iodide (2.2 g, 5 mmol), sodium cyanide (500 mg, 10.2 mmol), and 95% EtOH (50 mL) was refluxed under nitrogen for 5 hours. The solvent was removed in vacuo, and the residue was taken in DCM, and washed with water, then dried with sodium sulfate, and evaporated in vacuo to afford a white solid, which was recrystallized from EtOH to give (6-benzyloxy-1H-indol-3-yl)-acetonitrile (1.25 g, 86%). MS (ES): 263 (MH+). The product is C(CC)C1=NC2=C(N1CC1=CC3=C(/C(/C4=C(CC3)C=CC=C4)=C/C4=NN=NN4)C=C1)C=CC=C2 ((E)-2-(2-Propylbenzimidazol-1-yl)methyl-5-(1H-tetrazol-5-yl)methylene-10,11-dihydro-5H-dibenzo[a,d]cycloheptene). The solvent is C1(=CC=CC=C1)C (toluene). Reactants: C[Si](C)(C)N=[N+]=[N-] (trimethylsilylazide), C(CCC)[Sn](CCCC)=O (dibutyltin oxide), C(CC)C1=NC2=C(N1CC1=CC3=C(\C(\C4=C(CC3)C=CC=C4)=C\C#N)C=C1)C=CC=C2 ((E)-[2-(2-Propylbenzimidazol-1-yl)methyl-10,11-dihydro-5H-dibenzo[a,d]cyclohepten-5-ylidene]acetonitrile). Isolated yield 50.1%. As a reaction SMILES: [CH2:1]([C:4]1[N:8]([CH2:9][C:10]2[CH:27]=[CH:26][C:13]3/[C:14](=[CH:23]/[C:24]#[N:25])/[C:15]4[CH:22]=[CH:21][CH:20]=[CH:19][C:16]=4[CH2:17][CH2:18][C:12]=3[CH:11]=2)[C:7]2[CH:28]=[CH:29][CH:30]=[CH:31][C:6]=2[N:5]=1)[CH2:2][CH3:3].C[Si]([N:36]=[N+:37]=[N-:38])(C)C.C([Sn](=O)CCCC)CCC>C1(C)C=CC=CC=1>[CH2:1]([C:4]1[N:8]([CH2:9][C:10]2[CH:27]=[CH:26][C:13]3/[C:14](=[CH:23]/[C:24]4[NH:38][N:37]=[N:36][N:25]=4)/[C:15]4[CH:22]=[CH:21][CH:20]=[CH:19][C:16]=4[CH2:17][CH2:18][C:12]=3[CH:11]=2)[C:7]2[CH:28]=[CH:29][CH:30]=[CH:31][C:6]=2[N:5]=1)[CH2:2][CH3:3]. Procedure: (E)-[2-(2-Propylbenzimidazol-1-yl)methyl-10,11-dihydro-5H-dibenzo[a,d]cyclohepten-5-ylidene]acetonitrile (200 mg, 0.496 mmol) obtained in Example 1 was dissolved in toluene (5 mL), trimethylsilylazide (1.3 mL, 9.92 mmol) and dibutyltin oxide (123 mg, 0.496 mmol) were added, and the mixture was stirred at 90° C. for 24 hr. The mixture was concentrated under reduced pressure, and the residue was purified by silica gel column chromatography (chloroform/methanol=99/1) to give the title compound (com... Reaction conditions: temperature 90 celsius, time 24 hour.